Task: describe an organic reaction: reactants, conditions, products, and yield. Dataset: the Open Reaction Database (ORD), a public repository of structured organic reaction records Reactants: [Mg] (magnesium), II (iodine), C12C(C3CC(CC(C1)C3)C2)=O (2-adamantanone), 3-M, Cl (HCl), BrCCC=1C=CC=CC1 (3-bromoethylbenzene). Solvent: C1CCOC1 (THF), C1CCOC1 (THF). The product is C(C)C=1C=C(C=CC1)C1(C2CC3CC(CC1C3)C2)O (2-(3-Ethylphenyl)-2-adamantanol). Yield: 91.8%. Reaction SMILES: [Mg].II.Br[CH2:5][CH2:6][C:7]1[CH:8]=[CH:9][CH:10]=[CH:11][CH:12]=1.[CH:13]12[CH2:22][CH:17]3[CH2:18][CH:19]([CH2:21][CH:15]([CH2:16]3)[C:14]1=[O:23])[CH2:20]2.Cl>C1COCC1>[CH2:6]([C:7]1[CH:8]=[C:9]([C:14]2([OH:23])[CH:15]3[CH2:21][CH:19]4[CH2:18][CH:17]([CH2:22][CH:13]2[CH2:20]4)[CH2:16]3)[CH:10]=[CH:11][CH:12]=1)[CH3:5]. Procedure: A stirring mixture of magnesium turnings (0.89 g, 36.6 mmol) and iodine (catalytic) in dry THF (60 mL) was treated with 3-bromoethylbenzene (5 ML, 36.6 mmol), refluxed for 3 h, cooled to room temperature, treated with a solution of 2-adamantanone (5.0 g, 33.3 mmol) in dry THF (20 mL) and refluxed for 2 h. The mixture was cooled to room temperature, treated with 3-M HCl (20 mL), extracted with EtOAc (2×20 mL), the combined extracts were washed with water (10 mL), dried (MgSO4), concentrated in va... Reactants: FC1=C(CN2N=C(C=3C2=NC(=NC3)C)C#N)C=CC=C1F (1-(2,3-difluorobenzyl)-6-methyl-1H-pyrazolo[3,4-d]pyrimidine-3-carbonitrile), C[O-].[Na+] (sodium methoxide), [Cl-].[NH4+] (ammonium chloride), C(C)(=O)O (acetic acid). Run in CO (methanol), CO (methanol). Run at time 1 hour. Product: FC1=C(CN2N=C(C=3C2=NC(=NC3)C)C(N)=N)C=CC=C1F (1-(2,3-Difluorobenzyl)-6-methyl-1H-pyrazolo[3,4-d]pyrimidine-3-carboximidamide). As a reaction SMILES: C[O-].[Na+].[F:4][C:5]1[C:23]([F:24])=[CH:22][CH:21]=[CH:20][C:6]=1[CH2:7][N:8]1[C:12]2=[N:13][C:14]([CH3:17])=[N:15][CH:16]=[C:11]2[C:10]([C:18]#[N:19])=[N:9]1.[Cl-].[NH4+:26].C(O)(=O)C>CO>[F:4][C:5]1[C:23]([F:24])=[CH:22][CH:21]=[CH:20][C:6]=1[CH2:7][N:8]1[C:12]2=[N:13][C:14]([CH3:17])=[N:15][CH:16]=[C:11]2[C:10]([C:18](=[NH:26])[NH2:19])=[N:9]1 |f:0.1,3.4|. Procedure details: Under an argon atmosphere, 0.73 ml (3.35 mmol) of a 25% sodium methoxide solution was initially charged in methanol, and 1.040 g (purity 92%, 3.35 mmol) of 1-(2,3-difluorobenzyl)-6-methyl-1H-pyrazolo[3,4-d]pyrimidine-3-carbonitrile dissolved in 4 ml of absolute methanol were added. The mixture was stirred at RT for 1 h. Subsequently, 215 mg (4.03 mmol) of ammonium chloride and 786 mg (13.08 mmol) of acetic acid were added and the mixture was heated to reflux for 2 h. The reaction mixture was con...